The task is: describe an organic reaction: reactants, conditions, products, and yield. This data is from the Open Reaction Database (ORD), a public repository of structured organic reaction records. Starting materials: 16, C(C)O (ethanol), C(C)(=O)N1CCC(CC1)CNC(=S)NC1=CC=CC=C1 (N-[(1-acetyl-4-piperidinyl)methyl]-N'-phenylthiourea), ClC(Cl)(Cl)Cl (tetrachloromethane), BrBr (bromine). Solvent: C(C)#N (acetonitrile). Yields the product C(C)(=O)N1CCC(CC1)CNC=1SC2=C(N1)C=CC=C2 (1-acetyl-N-(2-benzothiazolyl)-4-piperidinemethanamine). As a reaction SMILES: [C:1]([N:4]1[CH2:9][CH2:8][CH:7]([CH2:10][NH:11][C:12]([NH:14][C:15]2[CH:20]=[CH:19][CH:18]=[CH:17][CH:16]=2)=[S:13])[CH2:6][CH2:5]1)(=[O:3])[CH3:2].ClC(Cl)(Cl)Cl.BrBr.C(O)C>C(#N)C>[C:1]([N:4]1[CH2:9][CH2:8][CH:7]([CH2:10][NH:11][C:12]2[S:13][C:20]3[CH:19]=[CH:18][CH:17]=[CH:16][C:15]=3[N:14]=2)[CH2:6][CH2:5]1)(=[O:3])[CH3:2]. Reported procedure: To a stirred mixture of 5.8 parts of N-[(1-acetyl-4-piperidinyl)methyl]-N'-phenylthiourea and 160 parts of tetrachloromethane were added 3.7 parts of bromine. The whole was stirred and refluxed for 15 minutes. After the additions of 16 parts of ethanol and 16 parts of acetonitrile, the reaction mixture was cooled. The precipitated product was filtered off, washed with acetonitrile and dried. The hydrobromide salt was dissolved in methanol and water. This solution was alkalized with ammonium hydr... Starting materials: COC(CN(C1=CC(=CC=C1)OCCCCCCCCCCCCCCCCCC)CC(=O)OC)=O (N-(2-methoxy-2-oxoethyl)-N-[3-(octadecyloxy)phenyl]glycine methyl ester), [OH-].[Na+] (NaOH). Solvent: CO (methanol). Reaction conditions: time 17 hour. Yields the product C(=O)(O)CN(CC(=O)O)C1=CC(=CC=C1)OCCCCCCCCCCCCCCCCCC (N-(carboxymethyl)-N-[3-(octadecyloxy)phenyl]glycine). Isolated yield 0.1%. Reaction SMILES: C[O:2][C:3](=[O:36])[CH2:4][N:5]([CH2:31][C:32]([O:34]C)=[O:33])[C:6]1[CH:11]=[CH:10][CH:9]=[C:8]([O:12][CH2:13][CH2:14][CH2:15][CH2:16][CH2:17][CH2:18][CH2:19][CH2:20][CH2:21][CH2:22][CH2:23][CH2:24][CH2:25][CH2:26][CH2:27][CH2:28][CH2:29][CH3:30])[CH:7]=1.[OH-].[Na+]>CO>[C:3]([CH2:4][N:5]([C:6]1[CH:11]=[CH:10][CH:9]=[C:8]([O:12][CH2:13][CH2:14][CH2:15][CH2:16][CH2:17][CH2:18][CH2:19][CH2:20][CH2:21][CH2:22][CH2:23][CH2:24][CH2:25][CH2:26][CH2:27][CH2:28][CH2:29][CH3:30])[CH:7]=1)[CH2:31][C:32]([OH:34])=[O:33])([OH:36])=[O:2] |f:1.2|. Reported procedure: A solution of 0.56 g (1.11 mol) of N-(2-methoxy-2-oxoethyl)-N-[3-(octadecyloxy)phenyl]glycine methyl ester and 4.4 ml (4.4 mmol) of 1N NaOH in 50 ml of methanol was stirred at reflux under argon atmosphere for 75 minutes. After standing at room temperature for 17 hours the precipitate was removed by filtration. The solid was suspended in 100 ml of 1N HCl and extracted with ethyl acetate. The dried extract was concentrated at reduced pressure and the resultant solid was recrystallized from methan... Reactants: CO, ClCCl, Cl, CC(NC(=O)Cc1cc(F)cc(F)c1)C(=O)O, COC(=O)C1CCCCN1. Yields the product COC(=O)C1CCCCN1C(=O)C(C)NC(=O)Cc1cc(F)cc(F)c1. Reaction SMILES: [CH3:29][OH:30].[Cl:31][CH2:32][Cl:33].[ClH:18].[F:1][c:2]1[cH:3][c:4]([CH2:9][C:10](=[O:11])[NH:12][CH:13]([CH3:14])[C:15](=[O:16])[OH:17])[cH:5][c:6]([F:8])[cH:7]1.[NH:19]1[CH:20]([C:21](=[O:22])[O:23][CH3:24])[CH2:25][CH2:26][CH2:27][CH2:28]1>>[F:1][c:2]1[cH:3][c:4]([CH2:9][C:10](=[O:11])[NH:12][CH:13]([CH3:14])[C:15](=[O:17])[N:19]2[CH:20]([C:21](=[O:22])[O:23][CH3:24])[CH2:25][CH2:26][CH2:27][CH2:28]2)[cH:5][c:6]([F:8])[cH:7]1. Reactants: NC1=CC=C(C(=O)C2=CC=C(C=C2)N)C=C1 (4,4'-diaminobenzophenon), CC1=CC=C(C=C1)I (P-iodotoluene), potassium carbonate anhydride. The reagents and catalysts are [Cu] (copper). The solvent is ClC1=C(C=CC=C1)Cl (o-dichlorobenzene). Conditions: temperature 180 celsius. Yields the product C1(=C(C=CC=C1)NC1=CC=C(C(=O)C2=CC=C(C=C2)NC2=C(C=CC=C2)C)C=C1)C (4,4'-ditolylaminobenzophenon). The yield is 277.8%. As a reaction SMILES: [NH2:1][C:2]1[CH:16]=[CH:15][C:5]([C:6]([C:8]2[CH:13]=[CH:12][C:11]([NH2:14])=[CH:10][CH:9]=2)=[O:7])=[CH:4][CH:3]=1.[CH3:17][C:18]1[CH:23]=[CH:22][C:21](I)=[CH:20][CH:19]=1>[Cu].ClC1C=CC=CC=1Cl>[C:5]1([CH3:6])[CH:15]=[CH:16][CH:2]=[CH:3][C:4]=1[NH:1][C:2]1[CH:16]=[CH:15][C:5]([C:6]([C:8]2[CH:13]=[CH:12][C:11]([NH:14][C:19]3[CH:20]=[CH:21][CH:22]=[CH:23][C:18]=3[CH3:17])=[CH:10][CH:9]=2)=[O:7])=[CH:4][CH:3]=1. Procedure: 4.4 g of 4,4'-diaminobenzophenon, 30.9 g of P-iodotoluene, 19.5 g of potassium carbonate anhydride and 10 g of copper powder were added to 70 ml of o-dichlorobenzene, and the mixture thus obtained was refluxed with stirring for twenty-four hours at 180° C. After the reaction, the mixture was filtered and washed with ethyl acetate. Then, the mixture was separated by silica gel column chromatography using chloroform, thereby obtaining 11.3 g of 4,4'-ditolylaminobenzophenon. Starting materials: N1=CC(=CC=C1)C=1N=CNC1 (4-pyridin-3-yl-imidazole), C(C)(=O)O (acetic acid), CC(=CC=O)C (3-methyl-2-butenal). Solvent: C1CCOC1 (THF). Yields the product CC(CC=O)(N1C=NC(=C1)C=1C=NC=CC1)C (3,3-Dimethyl-3-(4-pyridin-3-yl-imidazol-1-yl)-propioaldehyde). As a reaction SMILES: [N:1]1[CH:6]=[CH:5][CH:4]=[C:3]([C:7]2[N:8]=[CH:9][NH:10][CH:11]=2)[CH:2]=1.C(O)(=O)C.[CH3:16][C:17]([CH3:21])=[CH:18][CH:19]=[O:20]>C1COCC1>[CH3:16][C:17]([CH3:21])([N:10]1[CH:11]=[C:7]([C:3]2[CH:2]=[N:1][CH:6]=[CH:5][CH:4]=2)[N:8]=[CH:9]1)[CH2:18][CH:19]=[O:20]. Reported procedure: To a solution of 4-pyridin-3-yl-imidazole (1 g) in THF (34 mL) was added acetic acid (1.6 mL) and 3-methyl-2-butenal (3.3 mL) and the resulting solution was heated under gentle reflux for 24 hours. THF was then removed in vacuo and the residue was purified on a Flash 75 long column eluting with MeOH—CH2Cl2 to give the title compound as slightly yellow oil. The reactants are ClC=1C=NC=C(C1NC1=CC(NC2=C(C(=CC=C12)OC)O)=O)Cl (4-(3,5-dichloropyridin-4-ylamino)-8-hydroxy-7-methoxyquinolin-2(1H)-one), ClC=1C=NC=C(C1NC1=CC(NC2=C(C(=CC=C12)OC)O)=O)Cl (4-(3,5-dichloropyridin-4-ylamino)-8-hydroxy-7-methoxyquinolin-2(1H)-one), C([O-])([O-])=O.[Cs+].[Cs+] (cesium carbonate), CS(=O)C (DMSO), BrCCCCCCCl (1-bromo-6-chlorohexane). The solvent is C(C)(=O)OCC (ethyl acetate). Conditions: temperature 30 celsius. The product is ClCCCCCCOC=1C(=CC=C2C(=CC(NC12)=O)NC1=C(C=NC=C1Cl)Cl)OC (8-(6-chlorohexyloxy)-4-(3,5-dichloropyridin-4-ylamino)-7-methoxyquinolin-2(1H)-one). The yield is 71.4%. Reaction SMILES: [Cl:1][C:2]1[CH:3]=[N:4][CH:5]=[C:6]([Cl:23])[C:7]=1[NH:8][C:9]1[C:18]2[C:13](=[C:14]([OH:21])[C:15]([O:19][CH3:20])=[CH:16][CH:17]=2)[NH:12][C:11](=[O:22])[CH:10]=1.C(=O)([O-])[O-].[Cs+].[Cs+].CS(C)=O.Br[CH2:35][CH2:36][CH2:37][CH2:38][CH2:39][CH2:40][Cl:41]>C(OCC)(=O)C>[Cl:41][CH2:40][CH2:39][CH2:38][CH2:37][CH2:36][CH2:35][O:21][C:14]1[C:15]([O:19][CH3:20])=[CH:16][CH:17]=[C:18]2[C:13]=1[NH:12][C:11](=[O:22])[CH:10]=[C:9]2[NH:8][C:7]1[C:6]([Cl:23])=[CH:5][N:4]=[CH:3][C:2]=1[Cl:1] |f:1.2.3|. Reported procedure: A mixture of 4-(3,5-dichloropyridin-4-ylamino)-8-hydroxy-7-methoxyquinolin-2(1H)-one (Intermediate 3) (19.9 g, 56.5 mmol), cesium carbonate (36.9 g, 113 mmol), and DMSO (190 mL) was heated at 30° C. for 15, minutes, and then 1-bromo-6-chlorohexane (12.4 g, 62.2 mmol) was added. The reaction was heated at 30° C. for 4.5 h, diluted with ethyl acetate (2 L), washed with 1M pH 7 phosphate buffer (2 L), and then washed with water (2L×2). The organic layer was dried, filtered, concentrated, and then p... The reactants are O (water), BrC(C(=O)C1=CC=C(C=C1)Cl)C1=CC=C(C=C1)Cl (2-bromo-1,2-di-(4-chlorophenyl)ethanone), NC1=NCCC1 (2-amino-4,5-dihydro-3H-pyrrole), O (water). Run in CN(C=O)C (N,N-dimethylformamide). The product is ClC1=CC=C(C=C1)C=1N=C2N(C1C1=CC=C(C=C1)Cl)CCC2 (2,3-Di(4-chlorophenyl)-6,7-dihydro-5H-pyrrolo[1,2-a]imidazole). Reaction SMILES: Br[CH:2]([C:12]1[CH:17]=[CH:16][C:15]([Cl:18])=[CH:14][CH:13]=1)[C:3]([C:5]1[CH:10]=[CH:9][C:8]([Cl:11])=[CH:7][CH:6]=1)=O.[NH2:19][C:20]1[CH2:24][CH2:23][CH2:22][N:21]=1.O>CN(C)C=O>[Cl:11][C:8]1[CH:9]=[CH:10][C:5]([C:3]2[N:19]=[C:20]3[CH2:24][CH2:23][CH2:22][N:21]3[C:2]=2[C:12]2[CH:17]=[CH:16][C:15]([Cl:18])=[CH:14][CH:13]=2)=[CH:6][CH:7]=1. Procedure details: A mixture of 6.2 g (0.018 mol) of 2-bromo-1,2-di-(4-chlorophenyl)ethanone and 4.6 g (0.054 mol) of 2-amino-4,5-dihydro-3H-pyrrole in 60 ml of dry N,N-dimethylformamide was stirred at 25° with exclusion of water for five days. The mixture was then poured into water and the aqueous solution was extracted three times with methylene chloride. The extracts were combined and washed eight times with water, dried (K2CO3) and evaporated. The residue was chromatographed on silica gel (dry column) with 1% ... Starting materials: CC(=O)O, [O-][Cl+3]([O-])([O-])O, O=C1C(=O)N(CC(F)(F)F)c2ccccc21. Product: O=C1Cc2ccccc2N1CC(F)(F)F. As a reaction SMILES: [CH3:22][C:23](=[O:24])[OH:25].[Cl+3:17]([OH:18])([O-:19])([O-:20])[O-:21].[F:1][C:2]([CH2:3][N:4]1[C:5](=[O:14])[C:6](=[O:13])[c:7]2[cH:8][cH:9][cH:10][cH:11][c:12]21)([F:15])[F:16]>>[F:1][C:2]([CH2:3][N:4]1[C:5](=[O:14])[CH2:6][c:7]2[cH:8][cH:9][cH:10][cH:11][c:12]21)([F:15])[F:16]. The reactants are C1=CC=CC=2C3=CC=CC=C3C(C12)COC(=O)NCC=1C=C(C(=O)O)C=CC1 (3-[(9H-Fluoren-9-ylmethoxycarbonylamino)-methyl]-benzoic acid), CO (MeOH). The product is COC(C1=CC(=CC=C1)CNC(=O)OCC1C2=CC=CC=C2C=2C=CC=CC12)=O (3-[(9H-Fluoren-9-ylmethoxycarbonylamino)-methyl]-benzoic acid methyl ester). RXN SMILES: [CH:1]1[C:13]2[CH:12]([CH2:14][O:15][C:16]([NH:18][CH2:19][C:20]3[CH:21]=[C:22]([CH:26]=[CH:27][CH:28]=3)[C:23]([OH:25])=[O:24])=[O:17])[C:11]3[C:6](=[CH:7][CH:8]=[CH:9][CH:10]=3)[C:5]=2[CH:4]=[CH:3][CH:2]=1.[CH3:29]O>>[CH3:29][O:24][C:23](=[O:25])[C:22]1[CH:26]=[CH:27][CH:28]=[C:20]([CH2:19][NH:18][C:16]([O:15][CH2:14][CH:12]2[C:13]3[CH:1]=[CH:2][CH:3]=[CH:4][C:5]=3[C:6]3[C:11]2=[CH:10][CH:9]=[CH:8][CH:7]=3)=[O:17])[CH:21]=1. Procedure details: 3-[(9H-Fluoren-9-ylmethoxycarbonylamino)-methyl]-benzoic acid (200 mg, 0.54 mmol) was esterified with MeOH using Method B to give the title compound. The reactants are C(C)(=O)NNC(C=1C(N)=CC=CC1)=O (Anthranilic acid N′-acetylhydrazide), C(C)(=O)NN (acetic hydrazide), C1=2C(=O)OC(NC1=CC=CC2)=O (isatoic anhydride). Yields the product C(C)(=O)NNC(C1=C(C=CC=C1)NCC=1NCCN1)=O (N′-acetyl-2-[(4,5-dihydro-1H-imidazol-2-ylmethyl)amino]benzohydrazide). As a reaction SMILES: [C:1]([NH:4][NH:5][C:6](=[O:14])[C:7]1[C:8](=[CH:10][CH:11]=[CH:12][CH:13]=1)[NH2:9])(=[O:3])[CH3:2].[C:15]([NH:18]N)(=O)[CH3:16].[C:20]12[C:26](=CC=CC=1)[NH:25]C(=O)OC2=O>>[C:1]([NH:4][NH:5][C:6](=[O:14])[C:7]1[CH:13]=[CH:12][CH:11]=[CH:10][C:8]=1[NH:9][CH2:16][C:15]1[NH:18][CH2:20][CH2:26][N:25]=1)(=[O:3])[CH3:2]. Procedure: Anthranilic acid N′-acetylhydrazide (prepared from acetic hydrazide and isatoic anhydride using the method described in Example 44) and CMI were reacted using conditions described in the general procedure for CMI coupling to give N′-acetyl-2-[(4,5-dihydro-1H-imidazol-2-ylmethyl)amino]benzohydrazide.